This data is from the Open Reaction Database (ORD), a public repository of structured organic reaction records. The task is: describe an organic reaction: reactants, conditions, products, and yield Reactants: [N+](=O)([O-])C1=C(CN2CCCC2)C=CC=C1 (N-(2-nitrobenzyl)-pyrrolidine). Reagents/catalysts: [Pt] (Platinum on carbon). Solvent: CN1CCOCC1 (N-methyl-morpholine). Product: C1CCN(C1)CC2=CC=CC=C2NO (N-hydroxy-(2-pyrrolidinomethyl)-aniline). As a reaction SMILES: [N+:1]([C:4]1[CH:15]=[CH:14][CH:13]=[CH:12][C:5]=1[CH2:6][N:7]1[CH2:11][CH2:10][CH2:9][CH2:8]1)([O-])=[O:2]>CN1CCOCC1.[Pt]>[CH2:9]1[CH2:8][N:7]([CH2:6][C:5]2[C:4]([NH:1][OH:2])=[CH:15][CH:14]=[CH:13][CH:12]=2)[CH2:11][CH2:10]1. Reported procedure: The N-(2-nitrobenzyl)-pyrrolidine (20 mmol) was dissolved in N-methyl-morpholine (20 ml). Platinum on carbon (5 mol-%, 0.17 mmol, 350 mg, Degussa Type F105 RS/W) was added. The reaction vessel was evacuated and flushed with nitrogen three times, before a hydrogen atmosphere was applied. Thin layer chromatography control showed complete consumption of the starting material after 4 hours. The platinum catalyst was removed by filtration over celite. The crude product was obtained after evaporation ...